From a dataset of the Open Reaction Database (ORD), a public repository of structured organic reaction records. describe an organic reaction: reactants, conditions, products, and yield Starting materials: ClC1=NC=CC=C1Cl (2,3-dichloropyridine), N1(CCNCC1)C(=O)OC(C)(C)C (tert-butyl 1-piperazinecarboxylate), C(=O)([O-])[O-].[K+].[K+] (K2CO3). The reagents and catalysts are [Cu] (copper). The solvent is CN(C)C=O (DMF). Conditions: temperature 120 celsius, time 16 hour. Yields the product C(C)(C)(C)OC(=O)N1CCN(CC1)C1=NC=CC=C1Cl (4-(3-Chloropyridin-2-yl)piperazine-1-carboxylic acid tert-butyl ester). RXN SMILES: Cl[C:2]1[C:7]([Cl:8])=[CH:6][CH:5]=[CH:4][N:3]=1.[N:9]1([C:15]([O:17][C:18]([CH3:21])([CH3:20])[CH3:19])=[O:16])[CH2:14][CH2:13][NH:12][CH2:11][CH2:10]1.C([O-])([O-])=O.[K+].[K+]>CN(C=O)C.[Cu]>[C:18]([O:17][C:15]([N:9]1[CH2:14][CH2:13][N:12]([C:2]2[C:7]([Cl:8])=[CH:6][CH:5]=[CH:4][N:3]=2)[CH2:11][CH2:10]1)=[O:16])([CH3:21])([CH3:19])[CH3:20] |f:2.3.4|. Procedure: A mixture of 2,3-dichloropyridine (10 g, 67.5 mmol, Aldrich), tert-butyl 1-piperazinecarboxylate (12.58 g, 67.5 mmol, Aldrich), copper powder (0.5 g, 7.8 mmol) and K2CO3 (9.33 g, 67.5 mmol) in DMF (100 mL) was stirred at 120° C. for 16 h. The reaction mixture was cooled to room temperature, concentrated in vacuo and the residue was dissolved in EtOAc (200 mL). The organic solution was washed with saturated aqueous solution of NaHCO3 (50 mL) and brine (50 mL), dried over Na2SO4, and filtered. The... The reactants are F[B-](F)(F)F, COCCNC(=O)c1ccc(CCC(=O)O)cc1, CC(C)NC(C)C, COc1nc2c(OCc3c(Cl)ccc(N(C)C(=O)CN)c3Cl)cccc2n1Cc1ccccn1, CN(C)C=O, O, CN(C)C(On1nnc2ccccc21)=[N+](C)C. Yields the product COCCNC(=O)c1ccc(CCC(=O)NCC(=O)N(C)c2ccc(Cl)c(COc3cccc4c3nc(OC)n4Cc3ccccn3)c2Cl)cc1. Reaction SMILES: [B-:53]([F:54])([F:55])([F:56])[F:57].[CH3:35][O:36][CH2:37][CH2:38][NH:39][C:40](=[O:41])[c:42]1[cH:43][cH:44][c:45]([CH2:48][CH2:49][C:50](=[O:51])[OH:52])[cH:46][cH:47]1.[CH:75]([NH:76][CH:77]([CH3:78])[CH3:79])([CH3:80])[CH3:81].[NH2:1][CH2:2][C:3](=[O:4])[N:5]([CH3:6])[c:7]1[c:8]([Cl:34])[c:9]([CH2:14][O:15][c:16]2[cH:17][cH:18][cH:19][c:20]3[n:21]([CH2:27][c:28]4[n:29][cH:30][cH:31][cH:32][cH:33]4)[c:22]([O:25][CH3:26])[n:23][c:24]23)[c:10]([Cl:13])[cH:11][cH:12]1.[O:82]=[CH:83][N:84]([CH3:85])[CH3:86].[OH2:87].[n:58]1([O:59][C:60]([N:61]([CH3:62])[CH3:63])=[N+:64]([CH3:65])[CH3:66])[c:67]2[cH:68][cH:69][cH:70][cH:71][c:72]2[n:73][n:74]1>>[NH:1]([CH2:2][C:3](=[O:4])[N:5]([CH3:6])[c:7]1[c:8]([Cl:34])[c:9]([CH2:14][O:15][c:16]2[cH:17][cH:18][cH:19][c:20]3[n:21]([CH2:27][c:28]4[n:29][cH:30][cH:31][cH:32][cH:33]4)[c:22]([O:25][CH3:26])[n:23][c:24]23)[c:10]([Cl:13])[cH:11][cH:12]1)[C:50]([CH2:49][CH2:48][c:45]1[cH:44][cH:43][c:42]([C:40]([NH:39][CH2:38][CH2:37][O:36][CH3:35])=[O:41])[cH:47][cH:46]1)=[O:51]. Reactants: C(C)(C)(C)OC(=O)N1CCC2=CC(=CC=C12)OCCCCBr (5-(4-Bromo-butoxy)-2,3-dihydro-indole-1-carboxylic acid tert-butyl ester), C(C=C)CN (N-allylmethylamine), CN(C)C=O (DMF). The product is C(C)(C)(C)OC(=O)N1CCC2=CC(=CC=C12)OCCCCN(C)CC=C (5-[4-(Allyl-methyl-amino)-butoxy]-2,3-dihydro-indole-1-carboxylic acid tert-butyl ester). Isolated yield 85.0%. Reaction SMILES: [C:1]([O:5][C:6]([N:8]1[C:16]2[C:11](=[CH:12][C:13]([O:17][CH2:18][CH2:19][CH2:20][CH2:21]Br)=[CH:14][CH:15]=2)[CH2:10][CH2:9]1)=[O:7])([CH3:4])([CH3:3])[CH3:2].[CH2:23]([CH2:26][NH2:27])[CH:24]=C.[CH3:28]N(C=O)C>>[C:1]([O:5][C:6]([N:8]1[C:16]2[C:11](=[CH:12][C:13]([O:17][CH2:18][CH2:19][CH2:20][CH2:21][N:27]([CH2:26][CH:23]=[CH2:24])[CH3:28])=[CH:14][CH:15]=2)[CH2:10][CH2:9]1)=[O:7])([CH3:4])([CH3:3])[CH3:2]. Procedure: 8.8 g (24 mmol) 5-(4-Bromo-butoxy)-2,3-dihydro-indole-1-carboxylic acid tert-butyl ester in 10 ml DMF were treated with 7.11 g (100 mmol) N-allylmethylamine at 50° C. for 4 h. The solution was concentrated in vacuo and the residue was redissolved in ether and water. 2M NaOH was added and the inorganic phase was extracted with ether. The combined organic phases were washed with water, dried over Na2SO4 and evaporated. Column chromatography with a gradient of CH2Cl2/MeOH 19:1 to 9:1 yielded 7.4 g ... The reactants are OC1CC[C@@H]2[C@H]1CN(C2)C(=O)OCC2=CC=CC=C2 (benzyl (3aR,6aS)-6-hydroxy-3,3a,4,5,6,6a-hexahydro-1H-cyclopenta[c]pyrrole-2-carboxylate). Reagents/catalysts: [Pd] (Pd/C). Solvent: C1CCOC1 (THF), CO (MeOH). Conditions: time 12 hour. Yields the product C1NC[C@@H]2[C@H]1CCC2O ((3aS,6aR)-1,2,3,3a,4,5,6,6a-octahydrocyclopenta[c]pyrrol-4-ol). RXN SMILES: [OH:1][CH:2]1[C@@H:6]2[CH2:7][N:8](C(OCC3C=CC=CC=3)=O)[CH2:9][C@@H:5]2[CH2:4][CH2:3]1>C1COCC1.CO.[Pd]>[CH2:9]1[C@@H:5]2[CH2:4][CH2:3][CH:2]([OH:1])[C@@H:6]2[CH2:7][NH:8]1. Procedure details: A mixture of benzyl (3aR,6aS)-6-hydroxy-3,3a,4,5,6,6a-hexahydro-1H-cyclopenta[c]pyrrole-2-carboxylate (850 mg, 3.3 mmol) and Pd/C (200 mg) in THF (5.000 mL) was hydrogenated at 25-30 psi in a Parr shaker. After 12 h, the reaction mixture was diluted with MeOH and filtered through a plug of celite. The solvents were removed under reduced pressure to obtain (3aS,6aR)-1,2,3,3a,4,5,6,6a-octahydrocyclopenta[c]pyrrol-4-ol in quantitative yield. Starting materials: ClC(=O)OCC1=CC=CC=C1 (benzyl chloroformate), CC1(C(NCC1)=O)C (3,3-dimethyl-2-pyrrolidinone), C[Si]([N-][Si](C)(C)C)(C)C.[Li+] (lithium hexamethyldisilazide), solution. Solvent: C1CCOC1 (THF), C1CCOC1 (THF). Reaction conditions: temperature -78 celsius. Product: CC1(C(N(CC1)C(=O)OCC1=CC=CC=C1)=O)C (phenylmethyl 3,3-dimethyl-2-oxo-1-pyrrolidinecarboxylate). The yield is 69.3%. RXN SMILES: [CH3:1][C:2]1([CH3:8])[CH2:6][CH2:5][NH:4][C:3]1=[O:7].C[Si](C)(C)[N-][Si](C)(C)C.[Li+].Cl[C:20]([O:22][CH2:23][C:24]1[CH:29]=[CH:28][CH:27]=[CH:26][CH:25]=1)=[O:21]>C1COCC1>[CH3:1][C:2]1([CH3:8])[CH2:6][CH2:5][N:4]([C:20]([O:22][CH2:23][C:24]2[CH:29]=[CH:28][CH:27]=[CH:26][CH:25]=2)=[O:21])[C:3]1=[O:7] |f:1.2|. Procedure: In an oven-dried 1000 ml flask under argon was dissolved 3,3-dimethyl-2-pyrrolidinone (0.0718 mol, 8.13 g) in 200 ml THF. The resulting solution was cooled to −78° C., and lithium hexamethyldisilazide (0.0790 mol, 79 ml of a 1M solution in THF) was added over 15 min. Stirring was continued for 30 minutes, at which time benzyl chloroformate (0.0790 mol, 13.5 g) was added and the reaction was allowed to warm to room temperature and stir for 16 hr. The mixture was concentrated to ⅓ total volume and...